Dataset: the Open Reaction Database (ORD), a public repository of structured organic reaction records. Task: describe an organic reaction: reactants, conditions, products, and yield The reactants are O (water), [F-].[K+] (potassium fluoride), C1COCCOCCOCCOCCOCCO1 (18-crown-6), ClC1=NC=2CCCCC2C=2N1C=C(N2)C2=C(C=CC=C2)F (5-Chloro-2-(2-fluorophenyl)-7,8,9,10-tetrahydro-imidazo[1,2-c]-quinazoline). Run in CN(C)C=O (DMF). The product is FC1=NC=2CCCCC2C=2N1C=C(N2)C2=C(C=CC=C2)F (5-Fluoro-2-(2-fluorophenyl)-7,8,9,10-tetrahydro-imidazo[1,2-c]-quinazoline). Reaction SMILES: [F-:1].[K+].C1OCCOCCOCCOCCOCCOC1.Cl[C:22]1[N:31]2[CH:32]=[C:33]([C:35]3[CH:40]=[CH:39][CH:38]=[CH:37][C:36]=3[F:41])[N:34]=[C:30]2[C:29]2[CH2:28][CH2:27][CH2:26][CH2:25][C:24]=2[N:23]=1.O>CN(C=O)C>[F:1][C:22]1[N:31]2[CH:32]=[C:33]([C:35]3[CH:40]=[CH:39][CH:38]=[CH:37][C:36]=3[F:41])[N:34]=[C:30]2[C:29]2[CH2:28][CH2:27][CH2:26][CH2:25][C:24]=2[N:23]=1 |f:0.1|. Reported procedure: To a solution of 700 mg of potassium fluoride and 200 mg 18-crown-6 in 10 mL of DMF was added 5-Chloro-2-(2-fluorophenyl)-7,8,9,10-tetrahydro-imidazo[1,2-c]-quinazoline (200 mg). This mixture was refluxed for 1.5 h, cooled to room temperature and poured into water. The aqueous solution was extracted with ethyl acetate, the organic layer was separated and dried, and the solvent removed m vacuo to yield 5-Fluoro-2-(2-fluorophenyl)-7,8,9,10-tetrahydro-imidazo[1,2-c]-quinazoline (Compound 41), m.p. ... Starting materials: [OH-].[Na+] (sodium hydroxide), CC1(C2=CC3=C(NC(=N3)S)C=C2C(CC1)(C)C)C (5,6,7,8-tetrahydro-5,5,8,8-tetramethyl-1H-naphth(2,3-d)imidazole-2-thiol), Cl.ClCC1=NC=CC=C1 (2-chloromethyl-pyridine hydrochloride). Run in O (water), alcohol. Product: CC1(C2=CC3=C(NC(=N3)SCC3=NC=CC=C3)C=C2C(CC1)(C)C)C (5,6,7,8-tetrahydro-5,5,8,8-tetramethyl-2-[(2-pyridylmethyl)thio]-1H-naphth(2,3-d)-imidazole). Yield: 57.6%. Reaction SMILES: [CH3:1][C:2]1([CH3:18])[CH2:15][CH2:14][C:13]([CH3:17])([CH3:16])[C:12]2[C:3]1=[CH:4][C:5]1[N:9]=[C:8]([SH:10])[NH:7][C:6]=1[CH:11]=2.[OH-].[Na+].Cl.Cl[CH2:23][C:24]1[CH:29]=[CH:28][CH:27]=[CH:26][N:25]=1>O>[CH3:1][C:2]1([CH3:18])[CH2:15][CH2:14][C:13]([CH3:17])([CH3:16])[C:12]2[C:3]1=[CH:4][C:5]1[N:9]=[C:8]([S:10][CH2:23][C:24]3[CH:29]=[CH:28][CH:27]=[CH:26][N:25]=3)[NH:7][C:6]=1[CH:11]=2 |f:1.2,3.4|. Procedure details: 9.0 g of 5,6,7,8-tetrahydro-5,5,8,8-tetramethyl-1H-naphth(2,3-d)imidazole-2-thiol were suspended in 60 ml of alcohol in a 250 ml sulfonation flask equipped with stirrer, thermometer, dropping funnel and reflux condenser. A solution of 3.24 g of sodium hydroxide in 20 ml of water was added dropwise thereto while stirring well and the mixture was stirred at room temperature for an additional 30 minutes. After adding 6.0 g of 2-chloromethyl-pyridine hydrochloride, the mixture was boiled at reflux o... Reactants: COS(=O)(=O)OC, [Na+], [Na+], O=C([O-])[O-], O, O=Cc1ccc(O)cc1, c1ccccc1. The product is COc1ccc(C=O)cc1. As a reaction SMILES: [CH3:10][O:11][S:12]([O:13][CH3:14])(=[O:15])=[O:16].[Na+:17].[Na+:18].[O-:19][C:20](=[O:21])[O-:22].[OH2:23].[OH:1][c:2]1[cH:3][cH:4][c:5]([CH:6]=[O:7])[cH:8][cH:9]1.[cH:24]1[cH:25][cH:26][cH:27][cH:28][cH:29]1>>[O:1]([c:2]1[cH:3][cH:4][c:5]([CH:6]=[O:7])[cH:8][cH:9]1)[CH3:10]. Starting materials: O.O.O.Cl.Cl.Cl.OC=1C=C2CCNC(C2=CC1O)CCC(CCC1NCCC2=CC(=C(C=C12)O)O)CCCCC1NCCC2=CC(=C(C=C12)O)O (1,1'-{3-[2-(1,2,3,4-tetrahydro-6,7-dihydroxy-1-isoquinolinyl)ethyl]heptamethylene}bis[1,2,3,4-tetrahydro-6,7-isoquinolinediol] trihydrochloride trihydrate). The solvent is C(C)(=O)O (acetic acid). Yields the product O.O.O.Cl.Cl.Cl.C(C)(=O)O.C(C)(=O)O.C(C)(=O)O.OC=1C=C2CCNC(C2=CC1)CCC(CCC1NCCC2=CC(=CC=C12)O)CCCCC1NCCC2=CC(=CC=C12)O (1,1'-{3-[2-(1,2,3,4-tetrahydro-6-hydroxy-1-isoquinolinyl)ethyl]heptamethylene}bis[1,2,3,4-tetrahydro-6-isoquinolinol] triacetate trihydrochloride trihydrate). RXN SMILES: [OH2:1].O.O.[ClH:4].Cl.Cl.[OH:7][C:8]1[CH:9]=[C:10]2[C:15](=[CH:16][C:17]=1O)[CH:14]([CH2:19][CH2:20][CH:21]([CH2:36][CH2:37][CH2:38][CH2:39][CH:40]1[C:49]3[C:44](=[CH:45][C:46]([OH:51])=[C:47]([OH:50])[CH:48]=3)[CH2:43][CH2:42][NH:41]1)[CH2:22][CH2:23][CH:24]1[C:33]3[C:28](=[CH:29][C:30]([OH:35])=[C:31](O)[CH:32]=3)[CH2:27][CH2:26][NH:25]1)[NH:13][CH2:12][CH2:11]2>C(O)(=O)C>[OH2:7].[OH2:1].[OH2:7].[ClH:4].[ClH:4].[ClH:4].[C:47]([OH:50])(=[O:1])[CH3:48].[C:47]([OH:50])(=[O:1])[CH3:48].[C:47]([OH:50])(=[O:1])[CH3:48].[OH:35][C:30]1[CH:29]=[C:28]2[C:33](=[CH:32][CH:31]=1)[CH:24]([CH2:23][CH2:22][CH:21]([CH2:36][CH2:37][CH2:38][CH2:39][CH:40]1[C:49]3[C:44](=[CH:45][C:46]([OH:51])=[CH:47][CH:48]=3)[CH2:43][CH2:42][NH:41]1)[CH2:20][CH2:19][CH:14]1[C:15]3[C:10](=[CH:9][C:8]([OH:7])=[CH:17][CH:16]=3)[CH2:11][CH2:12][NH:13]1)[NH:25][CH2:26][CH2:27]2 |f:0.1.2.3.4.5.6,8.9.10.11.12.13.14.15.16.17|. Reported procedure: Similarly, when 800 mg. of (10.6) is suspended in 20 ml. glacial acetic acid containing 2 g. of acetyl chloride, and dry hydrogen chloride is bubbled through the mixture, on workup Isolated yield 220.8%. Product: CC=1C=NN(C1)C1(CC1)C(=O)O (1-(4-Methyl-1H-pyrazol-1-yl)cyclopropanecarboxylic acid). Procedure details: Into a 100 mL pear shaped flask containing tert-butyl 1-(4-methyl-1H-pyrazol-1-yl)cyclopropanecarboxylate (218 mg, 0.981 mmol) were added dichloromethane (5 mL) and trifluoroacetic acid (0.2 mL, 3 mmol). The clear solution was stirred at room temperature for 30 minutes after which another 0.3 mL of trifluoroacetic acid were added. The mixture was stirred at room temperature for 45 minutes and another 0.3 mL of trifluoroacetic acid were added. The mixture was stirred at room temperature for 18 h.... The solvent is ClCCl (dichloromethane). Reactants: CC=1C=NN(C1)C1(CC1)C(=O)OC(C)(C)C (tert-butyl 1-(4-methyl-1H-pyrazol-1-yl)cyclopropanecarboxylate), FC(C(=O)O)(F)F (trifluoroacetic acid), FC(C(=O)O)(F)F (trifluoroacetic acid), FC(C(=O)O)(F)F (trifluoroacetic acid). Conditions: time 45 minute. As a reaction SMILES: [CH3:1][C:2]1[CH:3]=[N:4][N:5]([C:7]2([C:10]([O:12]C(C)(C)C)=[O:11])[CH2:9][CH2:8]2)[CH:6]=1.FC(F)(F)C(O)=O>ClCCl>[CH3:1][C:2]1[CH:3]=[N:4][N:5]([C:7]2([C:10]([OH:12])=[O:11])[CH2:8][CH2:9]2)[CH:6]=1. The reagents and catalysts are C=1C=CC(=CC1)[P](C=2C=CC=CC2)(C=3C=CC=CC3)[Pd]([P](C=4C=CC=CC4)(C=5C=CC=CC5)C=6C=CC=CC6)([P](C=7C=CC=CC7)(C=8C=CC=CC8)C=9C=CC=CC9)[P](C=1C=CC=CC1)(C=1C=CC=CC1)C=1C=CC=CC1 (tetrakis(triphenylphosphine)palladium(0)). Starting materials: ClC1=C(C=C(C=C1Cl)Cl)B(O)O (2,3,5-trichlorobenzeneboronic acid), NC1=NC=CN=C1Cl (2-amino-3-chloropyrazine), C([O-])([O-])=O.[Na+].[Na+] (sodium carbonate). Run in C(C)O (ethanol), C1=CC=CC=C1 (benzene). Procedure: A solution of 2,3,5-trichlorobenzeneboronic acid (1.54 g, 6.82 mmol) in absolute ethanol (1-5 ml) was added slowly to a mixture of 2-amino-3-chloropyrazine (0.589 g, 4.54 mmol) and tetrakis(triphenylphosphine)palladium(0) (0.299 g, 0.259 mmol) in benzene (10.5 ml)/2M aqueous sodium carbonate (4.54 ml). The mixture was refluxed for 17 hours. The cooled reaction mixture was partitioned between water and ethylacetate (50 ml). The organic layer was washed with water (2×30 ml), dried (MgSO4) and evap... The product is NC1=NC=CN=C1C1=C(C(=CC(=C1)Cl)Cl)Cl (2-Amino-3-(2,3,5-trichlorophenyl)pyrazine). Reaction SMILES: [Cl:1][C:2]1[C:7]([Cl:8])=[CH:6][C:5]([Cl:9])=[CH:4][C:3]=1B(O)O.[NH2:13][C:14]1[C:19](Cl)=[N:18][CH:17]=[CH:16][N:15]=1.C(=O)([O-])[O-].[Na+].[Na+]>C(O)C.C1C=CC=CC=1.C1C=CC([P]([Pd]([P](C2C=CC=CC=2)(C2C=CC=CC=2)C2C=CC=CC=2)([P](C2C=CC=CC=2)(C2C=CC=CC=2)C2C=CC=CC=2)[P](C2C=CC=CC=2)(C2C=CC=CC=2)C2C=CC=CC=2)(C2C=CC=CC=2)C2C=CC=CC=2)=CC=1>[NH2:13][C:14]1[C:19]([C:3]2[CH:4]=[C:5]([Cl:9])[CH:6]=[C:7]([Cl:8])[C:2]=2[Cl:1])=[N:18][CH:17]=[CH:16][N:15]=1 |f:2.3.4,^1:39,41,60,79|.